From a dataset of the Open Reaction Database (ORD), a public repository of structured organic reaction records. describe an organic reaction: reactants, conditions, products, and yield The reactants are CC(C)O, CC(C)=O, O=[Cr](=O)=O, O, O=C1NC(=O)C2C3CC(CC3O)C12, O=S(=O)(O)O. Yields the product O=C1CC2CC1C1C(=O)NC(=O)C21. Reaction SMILES: [CH3:18][CH:19]([OH:20])[CH3:21].[CH3:28][C:29](=[O:30])[CH3:31].[O:1]=[Cr:2](=[O:3])=[O:4].[OH2:27].[OH:5][CH:6]1[CH:7]2[CH:8]3[C:9](=[O:17])[NH:10][C:11](=[O:16])[CH:12]3[CH:13]([CH2:14]1)[CH2:15]2.[S:22](=[O:23])(=[O:24])([OH:25])[OH:26]>>[O:5]=[C:6]1[CH:7]2[CH:8]3[C:9](=[O:17])[NH:10][C:11](=[O:16])[CH:12]3[CH:13]([CH2:14]1)[CH2:15]2. Starting materials: CNC (dimethylamine), C(C)(=O)N1CCCCC2=C1C=C(C=C2)C(CCCl)=O (1-(1-acetyl-2,3,4,5-tetrahydro-1H-1-benzazepin-8-yl)-3-chloro-1-propanone). Run in ClCCl (dichloromethane). Reaction conditions: time 4 hour. Product: C(C)(=O)N1CCCCC2=C1C=C(C=C2)C(CCN(C)C)=O (1-(1-Acetyl-2,3,4,5-tetrahydro-1H-1-benzazepin-8-yl)-3-(dimethylamino)-1-propanone). Reaction SMILES: [CH3:1][NH:2][CH3:3].[C:4]([N:7]1[C:13]2[CH:14]=[C:15]([C:18](=[O:22])[CH2:19][CH2:20]Cl)[CH:16]=[CH:17][C:12]=2[CH2:11][CH2:10][CH2:9][CH2:8]1)(=[O:6])[CH3:5]>ClCCl>[C:4]([N:7]1[C:13]2[CH:14]=[C:15]([C:18](=[O:22])[CH2:19][CH2:20][N:2]([CH3:3])[CH3:1])[CH:16]=[CH:17][C:12]=2[CH2:11][CH2:10][CH2:9][CH2:8]1)(=[O:6])[CH3:5]. Reported procedure: 50% aqueous dimethylamine (27 ml) was added to a solution of 1-(1-acetyl-2,3,4,5-tetrahydro-1H-1-benzazepin-8-yl)-3-chloro-1-propanone (7.10 g, 25.4 mmol) obtained in Reference Example 7 in dichloromethane at room temperature, and then stirred for 4 hours. After the reaction solution was separated, the organic layer was washed with a saturated saline solution and dried over anhydrous sodium sulfate, and the solvent was distilled away under reduced pressure. The resultant residues were purified b... Starting materials: C1(=CC=CC=C1)N=C=O (phenylisocyanate), C1(=CC=CC=C1)C (toluene), CC=1NC(=CN1)[N+](=O)[O-] (2-methyl-5-nitroimidazole). The solvent is O (water). Run at time 4 hour. The product is C1(=CC=CC=C1)NC(=O)N1C(=NC=C1[N+](=O)[O-])C (1-phenylcarbamoyl-2-methyl-5-nitroimidazole). The yield is 82.9%. RXN SMILES: [C:1]1([N:7]=[C:8]=[O:9])[CH:6]=[CH:5][CH:4]=[CH:3][CH:2]=1.C1(C)C=CC=CC=1.[CH3:17][C:18]1[NH:19][C:20]([N+:23]([O-:25])=[O:24])=[CH:21][N:22]=1>O>[C:1]1([NH:7][C:8]([N:19]2[C:20]([N+:23]([O-:25])=[O:24])=[CH:21][N:22]=[C:18]2[CH3:17])=[O:9])[CH:6]=[CH:5][CH:4]=[CH:3][CH:2]=1. Reported procedure: A solution of 11.9 g. (0.1 mol.) of phenylisocyanate in 75 ml. of toluene is added dropwise to the stirred suspension of 15.2 g. (0.12 mol.) of 2-methyl-5-nitroimidazole in 60 ml. of water at 10° to 12° C. When the addition is complete, the mixture is stirred for further 4 hours. The separated product is filtered off, washed and dried. 20.4 g. (82.9%) of 1-phenylcarbamoyl-2-methyl-5-nitroimidazole are obtained; m.p.: 218°-220° C. RXN SMILES: [H-].[Na+].[CH3:3][O:4][C:5](=[O:15])[C:6](=[O:14])[C:7]1[CH:12]=[CH:11][C:10]([OH:13])=[CH:9][CH:8]=1.CS(O[CH2:21][CH2:22][O:23][C:24]1[CH:33]=[CH:32][C:31]2[C:26](=[C:27]([O:34][C:35](=[O:41])[C:36]([CH3:40])([CH3:39])[CH2:37][CH3:38])[CH:28]=[CH:29][CH:30]=2)[CH:25]=1)(=O)=O>CN(C)C=O.[Cl-].[Na+].O>[CH3:3][O:4][C:5](=[O:15])[C:6](=[O:14])[C:7]1[CH:12]=[CH:11][C:10]([O:13][CH2:21][CH2:22][O:23][C:24]2[CH:33]=[CH:32][C:31]3[C:26](=[C:27]([O:34][C:35](=[O:41])[C:36]([CH3:39])([CH3:40])[CH2:37][CH3:38])[CH:28]=[CH:29][CH:30]=3)[CH:25]=2)=[CH:9][CH:8]=1 |f:0.1,5.6.7|. The product is COC(C(C1=CC=C(C=C1)OCCOC1=CC2=C(C=CC=C2C=C1)OC(C(CC)(C)C)=O)=O)=O (4-[[2-[8-(2,2-dimethyl-1-oxobutoxy)-2-naphthalenyloxy]ethyl]oxy]-alpha-oxobenzeneacetic acid methyl ester). Procedure: To a stirred suspension of sodium hydride (55% dispersion in mineral oil, 0.105 g) in dimethylformamide (5 mL) was added dropwise a solution of 4-hydroxy-alpha-oxobenzene acetic acid methyl ester (0.432 g) in dimethylformamide (5 mL) under argon. The mixture was then treated dropwise with a solution of 2-[8-(2,2-dimethyl-1-oxobutoxy)-2naphthalenyloxy]ethyl methanesulfonate (0.76 g) in dimethylformamide (5 mL). The reaction was heated for 18 hours at 60° C., diluted with brine, and extracted with... Reactants: COC(C(C1=CC=C(C=C1)O)=O)=O (4-hydroxy-alpha-oxobenzene acetic acid methyl ester), CS(=O)(=O)OCCOC1=CC2=C(C=CC=C2C=C1)OC(C(CC)(C)C)=O (2-[8-(2,2-dimethyl-1-oxobutoxy)-2naphthalenyloxy]ethyl methanesulfonate), [H-].[Na+] (sodium hydride). Reaction conditions: temperature 60 celsius. The yield is 40.4%. Solvent: CN(C=O)C (dimethylformamide), [Cl-].[Na+].O (brine), CN(C=O)C (dimethylformamide), CN(C=O)C (dimethylformamide). The reactants are ClC1=CC=C(C=C1)SC1=C(C=C(C(=O)N)C=C1Cl)Cl (4-(4-chlorophenylthio)-3,5-dichlorobenzamide), solution, B (borane). Solvent: O1CCCC1 (tetrahydrofuran), O1CCCC1 (tetrahydrofuran). Run at temperature 0 celsius, time 30 minute. Yields the product Cl.ClC1=CC=C(C=C1)SC1=C(C=C(CN)C=C1Cl)Cl (4-(4-chlorophenylthio)-3,5-dichlorobenzylamine hydrochloride). The yield is 162.5%. Reaction SMILES: [Cl:1][C:2]1[CH:7]=[CH:6][C:5]([S:8][C:9]2[C:17]([Cl:18])=[CH:16][C:12]([C:13]([NH2:15])=O)=[CH:11][C:10]=2[Cl:19])=[CH:4][CH:3]=1.B>O1CCCC1>[ClH:1].[Cl:1][C:2]1[CH:3]=[CH:4][C:5]([S:8][C:9]2[C:17]([Cl:18])=[CH:16][C:12]([CH2:13][NH2:15])=[CH:11][C:10]=2[Cl:19])=[CH:6][CH:7]=1 |f:3.4|. Reported procedure: A solution of 4-(4-chlorophenylthio)-3,5-dichlorobenzamide (25.7 g, 77.3 mmol) in tetrahydrofuran (155 ml) was added dropwise over 25 minutes to a stirred 1.0M solution of borane in tetrahydrofuran (232 ml) at ambient temperature under nitrogen atmosphere. The mixture was refluxed for 16 hours, cooled to 0° C., and quenched by addition of 2.0N hydrochloric acid. Solvent was evaporated under vacuum and the residue treated with water (400 ml) and diethyl ether. The mixture was basified with 2.5N a...